This data is from the Open Reaction Database (ORD), a public repository of structured organic reaction records. The task is: describe an organic reaction: reactants, conditions, products, and yield Starting materials: Cl.BrC1=CC=C(CN)C=C1 (4-Bromobenzylamine hydrochloride), [OH-].[Na+] (NaOH). Run in O (water). Yields the product BrC1=CC=C(CN)C=C1 (4-bromobenzylamine), title compound. As a reaction SMILES: Cl.[Br:2][C:3]1[CH:10]=[CH:9][C:6]([CH2:7][NH2:8])=[CH:5][CH:4]=1.[OH-].[Na+]>O>[Br:2][C:3]1[CH:10]=[CH:9][C:6]([CH2:7][NH2:8])=[CH:5][CH:4]=1 |f:0.1,2.3|. Procedure details: 4-Bromobenzylamine hydrochloride (500 mg) was dissolved in water (25 mL) and 1 M NaOH (2 mL) was added. The mixture was extracted with CH2Cl2 (3×30 mL) and the combined organic layers were concentrated in vacuo to a clear oil. The resulting 4-bromobenzylamine afforded 51 mg of the title compound as a white solid. Physical characteristics. 1H NMR (300 MHz, DMSO-d6) δ 10.54, 8.54, 7.54-7.51, 7.29-7.26, 6.85, 6.36, 6.25, 5.24, 4.68, 4.50, 3.90, 3.75-3.67, 2.77-2.65, 2.28; HRMS (ESI) m/z 514.0994 (M... Reactants: Oc1c(Cl)ccc(Br)c1F, O=C([O-])[O-], CI, CC#N, [K+], [K+], O. Yields the product COc1c(Cl)ccc(Br)c1F. RXN SMILES: [Br:1][c:2]1[c:3]([F:10])[c:4]([OH:9])[c:5]([Cl:8])[cH:6][cH:7]1.[C:13](=[O:14])([O-:15])[O-:16].[CH3:11][I:12].[CH3:19][C:20]#[N:21].[K+:17].[K+:18].[OH2:22]>>[Br:1][c:2]1[c:3]([F:10])[c:4]([O:9][CH3:13])[c:5]([Cl:8])[cH:6][cH:7]1.